Dataset: the Open Reaction Database (ORD), a public repository of structured organic reaction records. Task: describe an organic reaction: reactants, conditions, products, and yield The reactants are C(C1=CC=CC=C1)(=O)C1=C(C=CC=C1)N[C@H](C(=O)O)CC1=CC=C(C=C1)C1=CC(=CC=C1)N(C(=O)NCCCCCCC)C ((S)-2-(2-benzoylphenylamino)-3-[3′-(3-heptyl-1-methylureido)biphenyl-4-yl)propionic acid), C(C1=CC=CC=C1)(=O)C1=C(C=CC=C1)N[C@H](C(=O)OCC)CC1=CC=C(C=C1)C1=CC(=CC=C1)NC (ethyl (S)-2-(2-benzoylphenyl-amino)-3-(3′-methylaminobiphenyl-4-yl)propionate), [OH-].[Li+] (lithium hydroxide). The product is C(C1=CC=CC=C1)(=O)C1=C(C=CC=C1)N[C@H](C(=O)O)CC1=CC=C(C=C1)C1=CC(=CC=C1)NC ((S)-2-(2-benzoylphenylamino)-3-(3′-methylaminobiphenyl-4-yl)propionic acid). The yield is 80.0%. Reaction SMILES: [C:1]([C:9]1[CH:14]=[CH:13][CH:12]=[CH:11][C:10]=1[NH:15][C@@H:16]([CH2:20][C:21]1[CH:26]=[CH:25][C:24]([C:27]2[CH:32]=[CH:31][CH:30]=[C:29]([N:33](C)[C:34](NCCCCCCC)=O)[CH:28]=2)=[CH:23][CH:22]=1)[C:17]([OH:19])=[O:18])(=[O:8])[C:2]1[CH:7]=[CH:6][CH:5]=[CH:4][CH:3]=1.C(C1C=CC=CC=1N[C@@H](CC1C=CC(C2C=CC=C(NC)C=2)=CC=1)C(OCC)=O)(=O)C1C=CC=CC=1.[OH-].[Li+]>>[C:1]([C:9]1[CH:14]=[CH:13][CH:12]=[CH:11][C:10]=1[NH:15][C@@H:16]([CH2:20][C:21]1[CH:22]=[CH:23][C:24]([C:27]2[CH:32]=[CH:31][CH:30]=[C:29]([NH:33][CH3:34])[CH:28]=2)=[CH:25][CH:26]=1)[C:17]([OH:19])=[O:18])(=[O:8])[C:2]1[CH:3]=[CH:4][CH:5]=[CH:6][CH:7]=1 |f:2.3|. Procedure details: In a manner similar to the preparation of the (S)-2-(2-benzoylphenylamino)-3-[3′-(3-heptyl-1-methylureido)biphenyl-4-yl]propionic acid (Example 2), using 1.2 g (1.06 mmol) of ethyl (S)-2-(2-benzoylphenyl-amino)-3-(3′-methylaminobiphenyl-4-yl)propionate (Example 1g) and 120 mg (2.85 mmol) of lithium hydroxide, 0.90 g of acid is obtained with an 80% yield. The reactants are C(C)OC(=O)C=1NC2=CC=CC=C2C1CC1=CC=CC2=CC=CC=C12 (3-naphthalen-1-ylmethyl-1H-indole-2-carboxylic acid ethyl ester), [H-].[Na+] (NaH), ClCC(=O)N(C)C (2-chloro-N,N-dimethylacetamide). Run in CN(C=O)C (dimethylformamide), CN(C=O)C (dimethylformamide), C(=O)(O)[O-].[Na+] (NaHCO3). Run at time 1 hour. The product is C(C)OC(=O)C=1N(C2=CC=CC=C2C1CC1=CC=CC2=CC=CC=C12)CC(N(C)C)=O (1-dimethylcarbamoylmethyl-3-naphthalen-1-ylmethyl-1H-indole-2-carboxylic acid ethyl ester). Reaction SMILES: [CH2:1]([O:3][C:4]([C:6]1[NH:7][C:8]2[C:13]([C:14]=1[CH2:15][C:16]1[C:25]3[C:20](=[CH:21][CH:22]=[CH:23][CH:24]=3)[CH:19]=[CH:18][CH:17]=1)=[CH:12][CH:11]=[CH:10][CH:9]=2)=[O:5])[CH3:2].[H-].[Na+].Cl[CH2:29][C:30]([N:32]([CH3:34])[CH3:33])=[O:31]>CN(C)C=O.C([O-])(O)=O.[Na+]>[CH2:1]([O:3][C:4]([C:6]1[N:7]([CH2:29][C:30](=[O:31])[N:32]([CH3:34])[CH3:33])[C:8]2[C:13]([C:14]=1[CH2:15][C:16]1[C:25]3[C:20](=[CH:21][CH:22]=[CH:23][CH:24]=3)[CH:19]=[CH:18][CH:17]=1)=[CH:12][CH:11]=[CH:10][CH:9]=2)=[O:5])[CH3:2] |f:1.2,5.6|. Procedure: To as solution of 3-naphthalen-1-ylmethyl-1H-indole-2-carboxylic acid ethyl ester (46 mg, from Example 64.2.) in dimethylformamide (1 ml) was added 8 mg of NaH (55% in oil) and stirring was continued at 22° C. for 1 h. The mixture was treated with a solution of 2-chloro-N,N-dimethylacetamide (18 mg) in dimethylformamide (0.5 ml) and stirring was continued for 16 h. The mixture was diluted with saturated aqueous NaHCO3 and extracted with ethylacetate. The organic layer was washed with brine, drie...